Task: describe an organic reaction: reactants, conditions, products, and yield. Dataset: the Open Reaction Database (ORD), a public repository of structured organic reaction records As a reaction SMILES: [CH2:1]1[NH:2][CH2:3][CH2:4][c:5]2[cH:6][cH:7][cH:8][cH:9][c:10]21.[CH3:11][N:12]([CH3:13])[CH:14]=[O:15].[F:16][c:17]1[c:18]([N+:27](=[O:28])[O-:29])[cH:19][c:20]([C:23]([F:24])([F:25])[F:26])[cH:21][cH:22]1.[OH2:30]>>[CH2:1]1[N:2]([c:17]2[c:18]([N+:27](=[O:28])[O-:29])[cH:19][c:20]([C:23]([F:24])([F:25])[F:26])[cH:21][cH:22]2)[CH2:3][CH2:4][c:5]2[cH:6][cH:7][cH:8][cH:9][c:10]21. Yields the product O=[N+]([O-])c1cc(C(F)(F)F)ccc1N1CCc2ccccc2C1. Reactants: c1ccc2c(c1)CCNC2, CN(C)C=O, O=[N+]([O-])c1cc(C(F)(F)F)ccc1F, O. Starting materials: NC1=C(C(=O)C2=CC=CC=C2)C=CC=C1 (2-Aminobenzophenone), C(C)(=O)O (Acetic acid), [BH4-].[Na+] (sodium borohydride), [H][H] (hydrogen), C([O-])(O)=O.[Na+] (sodium bicarbonate). Run in CCOC(=O)C (EtOAc), CCCCCC (hexane), O (water), C1CCOC1 (THF). Yields the product NC1=C(C(C2=CC=CC=C2)O)C=CC=C1 (2-aminobenzhydrol). RXN SMILES: C(O)(=O)C.[BH4-].[Na+].[H][H].[NH2:9][C:10]1[CH:23]=[CH:22][CH:21]=[CH:20][C:11]=1[C:12]([C:14]1[CH:19]=[CH:18][CH:17]=[CH:16][CH:15]=1)=[O:13].C(=O)(O)[O-].[Na+]>C1COCC1.O.CCCCCC.CCOC(C)=O>[NH2:9][C:10]1[CH:23]=[CH:22][CH:21]=[CH:20][C:11]=1[CH:12]([OH:13])[C:14]1[CH:19]=[CH:18][CH:17]=[CH:16][CH:15]=1 |f:1.2,5.6|. Procedure details: Acetic acid (2.28 mL, 2.4 g, 40.4 mmol) was added slowly to sodium borohydride (0.76 g, 20.2 mmol) in THF (20 mL) stirred in an ice bath. The mixture was stirred in the cold until hydrogen evolution had ceased. 2-Aminobenzophenone (2.0 g, 10.1 mmol) was added as the solid. The mixtuire was stirred under nitrogen at ambient temperature for 20 hours, after which time, TLC assay (silica gel, 1:9 EtOAc:hexane) indicated reaction was complete. The reaction mixture was treated with water (40 mL), then... Starting materials: [Li+].C[Si](C)(C)[N-][Si](C)(C)C (LiHMDS), N1=CC=CC=C1 (pyridine), CC(C(=O)Cl)=C (2-methyl-acryloyl chloride). The solvent is C1CCOC1 (THF). Conditions: time 10 minute. Yields the product CC(C(=O)NC1=CC=NC=C1)=C (2-Methyl-N-pyridin-4-yl-acrylamide). Reaction SMILES: [Li+].C[Si]([N-:6][Si](C)(C)C)(C)C.[N:11]1[CH:16]=[CH:15][CH:14]=[CH:13][CH:12]=1.[CH3:17][C:18](=[CH2:22])[C:19](Cl)=[O:20]>C1COCC1>[CH3:17][C:18](=[CH2:22])[C:19]([NH:6][C:14]1[CH:15]=[CH:16][N:11]=[CH:12][CH:13]=1)=[O:20] |f:0.1|. Procedure details: LiHMDS (1.0 N in THF, 23.6 mmoL, 24 mL) was added dropwise into pyridine (11.8 mmoL, 1.11 g) in THF (10 mL) at 0° C. After 10 min, 2-methyl-acryloyl chloride (11.8 mmoL, 1.43 mL) was added into the reaction at 0° C. The reaction was then slowly warmed to room temperature. The solvent was removed and the residue was partitioned between Et2O and water. The Et2O layer was washed with brine, dried over anhydrous Na2SO4, filtered and concentrated to yield a brown oil. The crude material (the brown oi... Reactants: [H-].[Na+] (sodium hydride), C(CC(=O)C)(=O)OCC (Ethyl acetoacetate), BrCC1=CC(=CC=C1)C (α-bromo-m-xylene), C(CCC)[Li] (n-butyl lithium), CCCCCC (hexane). Solvent: O1CCCC1 (tetrahydrofuran), CCOCC (ether). Run at time 10 minute. The product is O=C(CC(=O)OCC)CCC=1C=C(C=CC1)C (Ethyl 3-oxo-5-m-toluylpentanoate). Isolated yield 76.3%. Reaction SMILES: [C:1]([O:7][CH2:8][CH3:9])(=[O:6])[CH2:2][C:3]([CH3:5])=[O:4].[H-].[Na+].C([Li])CCC.CCCCCC.Br[CH2:24][C:25]1[CH:30]=[CH:29][CH:28]=[C:27]([CH3:31])[CH:26]=1>O1CCCC1.CCOCC>[O:4]=[C:3]([CH2:5][CH2:24][C:25]1[CH:26]=[C:27]([CH3:31])[CH:28]=[CH:29][CH:30]=1)[CH2:2][C:1]([O:7][CH2:8][CH3:9])=[O:6] |f:1.2|. Procedure details: Ethyl acetoacetate (16.0 g; 0.123 mole) was added dropwise with stirring under nitrogen to 50% sodium hydride (6.5 g; 0.135 mole) in dry tetrahydrofuran (300 ml) at 0°. The resulting solution was stirred for 10 minutes at 0° before adding a solution of n-butyl lithium in hexane (95 ml, 1.6 M; 0.152 mole) dropwise. The resulting yellowish orange dianion solution was stirred for 10 minutes at 0° before adding α-bromo-m-xylene (34 g, 0.189 mole) in ether (20 ml) and allowed to warm to room temperat... Starting materials: O=C([O-])O, CC(=O)C(C)(C)SC#N, CCO, Cl, NO, [Na+], O. Yields the product CC1=NC(=NO)SC1(C)C. As a reaction SMILES: [C:5](=[O:6])([O-:7])[OH:8].[CH3:10][C:11]([C:12]([CH3:13])=[O:14])([CH3:15])[S:16][C:17]#[N:18].[CH3:19][CH2:20][OH:21].[ClH:1].[NH2:2][OH:3].[Na+:9].[OH2:4]>>[N:2]([OH:3])=[C:17]1[S:16][C:11]([CH3:10])([CH3:15])[C:12]([CH3:13])=[N:18]1. The reactants are [Si](C)(C)(C(C)(C)C)OC[C@H](CSCC1CC1)N=CC(OC1=CC=C(C=C1)F)(F)F ([2-(tert-butyldimethylsilanyloxy)-1(R)-cyclopropylmethylsulfanylmethylethyl]-[2,2-difluoro-2-(4-fluorophenoxy)ethylidene]amine), FC1=CC=C(C=C1)Br (4-fluorobromobenzene), [Li]CCCC (BuLi), hexanes. Run in C1CCOC1 (THF), C1CCOC1 (THF), C(C)OCC (ethyl ether). Run at temperature -78 celsius, time 1 hour. Yields the product [Si](C)(C)(C(C)(C)C)OC[C@H](CSCC1CC1)N[C@H](C(OC1=CC=C(C=C1)F)(F)F)C1=CC=C(C=C1)F ([2-(tert-butyldimethylsilanyloxy)-1(R)-cyclopropylmethylsulfanylmethylethyl]-[2,2-difluoro-2-(4-fluorophenoxy)-1(S)-(4-fluorophenyl)-ethyl]amine). The yield is 77.5%. RXN SMILES: [F:1][C:2]1[CH:7]=[CH:6][C:5](Br)=[CH:4][CH:3]=1.[Li]CCCC.[Si:14]([O:21][CH2:22][C@@H:23]([N:30]=[CH:31][C:32]([F:42])([F:41])[O:33][C:34]1[CH:39]=[CH:38][C:37]([F:40])=[CH:36][CH:35]=1)[CH2:24][S:25][CH2:26][CH:27]1[CH2:29][CH2:28]1)([C:17]([CH3:20])([CH3:19])[CH3:18])([CH3:16])[CH3:15]>C1COCC1.C(OCC)C>[Si:14]([O:21][CH2:22][C@@H:23]([NH:30][C@@H:31]([C:5]1[CH:6]=[CH:7][C:2]([F:1])=[CH:3][CH:4]=1)[C:32]([F:41])([F:42])[O:33][C:34]1[CH:35]=[CH:36][C:37]([F:40])=[CH:38][CH:39]=1)[CH2:24][S:25][CH2:26][CH:27]1[CH2:28][CH2:29]1)([C:17]([CH3:20])([CH3:19])[CH3:18])([CH3:16])[CH3:15]. Procedure: To a solution of 4-fluorobromobenzene (0.589 ml, 5.36 mmol) in anhydrous THF (5 ml) at −78° C., under nitrogen, a solution of 2.5 M of BuLi in hexanes (2.1 ml, 5.36 mmol) was added. After stirring the reaction mixture for 1 h at −78° C., a solution of [2-(tert-butyldimethylsilanyloxy)-1(R)-cyclopropylmethylsulfanylmethylethyl]-[2,2-difluoro-2-(4-fluorophenoxy)ethylidene]amine (0.8 g, 1.78 mmol) in THF (5 ml) was added. After stirring for 2 h at −40° C., the reaction mixture was diluted with ethy... The product is CC(C)(C)c1cc2c(cc1S)CCN2S(=O)(=O)c1ccc(C#N)cc1. The reactants are [BH4-], CC(C)(C)c1cc2c(cc1SC#N)CCN2S(=O)(=O)c1ccc(C#N)cc1, CC(=O)O, CO, [Na+], [Na], O, S. As a reaction SMILES: [BH4-:30].[C:1]([CH3:2])([CH3:3])([CH3:4])[c:5]1[c:6]([S:25][C:26]#[N:27])[cH:7][c:8]2[c:12]([cH:13]1)[N:11]([S:14](=[O:15])(=[O:16])[c:17]1[cH:18][cH:19][c:20]([C:21]#[N:22])[cH:23][cH:24]1)[CH2:10][CH2:9]2.[C:34]([OH:35])(=[O:36])[CH3:37].[CH3:32][OH:33].[Na+:31].[Na:29].[OH2:38].[SH2:28]>>[C:1]([CH3:2])([CH3:3])([CH3:4])[c:5]1[c:6]([SH:25])[cH:7][c:8]2[c:12]([cH:13]1)[N:11]([S:14](=[O:15])(=[O:16])[c:17]1[cH:18][cH:19][c:20]([C:21]#[N:22])[cH:23][cH:24]1)[CH2:10][CH2:9]2. Starting materials: ClCCl, COc1ccc(NC(Cc2ccc(Cl)cc2CNC(=O)OC(C)(C)C)C(F)(F)F)cc1, O=C(O)C(F)(F)F. Yields the product COc1ccc(NC(Cc2ccc(Cl)cc2CN)C(F)(F)F)cc1. As a reaction SMILES: [Cl:39][CH2:40][Cl:41].[Cl:8][c:9]1[cH:10][cH:11][c:12]([CH2:24][CH:25]([C:26]([F:27])([F:28])[F:29])[NH:30][c:31]2[cH:32][cH:33][c:34]([O:37][CH3:38])[cH:35][cH:36]2)[c:13]([CH2:14][NH:15][C:16](=[O:17])[O:18][C:19]([CH3:20])([CH3:21])[CH3:22])[cH:23]1.[F:1][C:2]([F:3])([F:4])[C:5]([OH:6])=[O:7]>>[Cl:8][c:9]1[cH:10][cH:11][c:12]([CH2:24][CH:25]([C:26]([F:27])([F:28])[F:29])[NH:30][c:31]2[cH:32][cH:33][c:34]([O:37][CH3:38])[cH:35][cH:36]2)[c:13]([CH2:14][NH2:15])[cH:23]1. The reactants are C1CCOC1, C[Si](C)(C)[N-][Si](C)(C)C, Cc1c(Cl)c(S(C)=O)nc2sc(C(=O)NC3CC3)c(N)c12, [Li+], OCCc1ccncc1. The product is Cc1c(Cl)c(OCCc2ccncc2)nc2sc(C(=O)NC3CC3)c(N)c12. Reaction SMILES: [CH2:41]1[O:42][CH2:43][CH2:44][CH2:45]1.[CH3:10][Si:11]([N-:12][Si:13]([CH3:14])([CH3:15])[CH3:16])([CH3:17])[CH3:18].[CH:20]1([NH:23][C:24](=[O:25])[c:26]2[c:27]([NH2:40])[c:28]3[c:29]([n:30][c:31]([S:36]([CH3:37])=[O:38])[c:32]([Cl:35])[c:33]3[CH3:34])[s:39]2)[CH2:21][CH2:22]1.[Li+:19].[n:1]1[cH:2][cH:3][c:4]([CH2:7][CH2:8][OH:9])[cH:5][cH:6]1>>[n:1]1[cH:2][cH:3][c:4]([CH2:7][CH2:8][O:9][c:31]2[n:30][c:29]3[c:28]([c:27]([NH2:40])[c:26]([C:24]([NH:23][CH:20]4[CH2:21][CH2:22]4)=[O:25])[s:39]3)[c:33]([CH3:34])[c:32]2[Cl:35])[cH:5][cH:6]1.